Dataset: the Open Reaction Database (ORD), a public repository of structured organic reaction records. Task: describe an organic reaction: reactants, conditions, products, and yield Starting materials: [Al+3], CCO, CC(=O)[O-], CC1=CC(=O)CCC1(C)C, [H-], [H-], [H-], [H-], [Li+], NO, [Na+], [Na+], [Na+], O=S(=O)([O-])[O-], O, O=S(=O)(O)O. Yields the product CC1=CC(N)CCC1(C)C. RXN SMILES: [Al+3:24].[CH2:37]([OH:38])[CH3:39].[CH3:12][C:13](=[O:14])[O-:15].[CH3:1][C:2]1=[CH:3][C:4](=[O:10])[CH2:5][CH2:6][C:7]1([CH3:8])[CH3:9].[H-:23].[H-:26].[H-:27].[H-:28].[Li+:25].[NH2:21][OH:22].[Na+:11].[Na+:29].[Na+:30].[O-:31][S:32](=[O:33])(=[O:34])[O-:35].[OH2:36].[S:16]([OH:17])([OH:18])(=[O:19])=[O:20]>>[CH3:1][C:2]1=[CH:3][CH:4]([NH2:21])[CH2:5][CH2:6][C:7]1([CH3:8])[CH3:9]. The reactants are C(CCCCCCCCCCCCC)OC1=C(C=CC=C1)NC(=O)C1=C(C2=CC=CC=C2C(=C1)SC1=NN=NN1C1=CC(=CC=C1)C(=O)OCC)O (2-(2-Tetradecyloxyphenyl)carbamoyl-4-[1-(3-ethoxycarbonylphenyl)-5-tetrazolylthio]-1-naphthol), [OH-].[K+] (potassium hydroxide), Cl (hydrochloric acid). The solvent is CO (methanol), O (water). Run at time 30 minute. Product: C(CCCCCCCCCCCCC)OC1=C(C=CC=C1)NC(=O)C1=C(C2=CC=CC=C2C(=C1)SC1=NN=NN1C1=CC(=CC=C1)C(=O)O)O (2-(2-tetradecyloxyphenyl)carbamoyl-4-[1-(3-carboxyphenyl)-5-tetrazolylthio]-1-naphthol). Isolated yield 85.9%. As a reaction SMILES: [CH2:1]([O:15][C:16]1[CH:21]=[CH:20][CH:19]=[CH:18][C:17]=1[NH:22][C:23]([C:25]1[CH:34]=[C:33]([S:35][C:36]2[N:40]([C:41]3[CH:46]=[CH:45][CH:44]=[C:43]([C:47]([O:49]CC)=[O:48])[CH:42]=3)[N:39]=[N:38][N:37]=2)[C:32]2[C:27](=[CH:28][CH:29]=[CH:30][CH:31]=2)[C:26]=1[OH:52])=[O:24])[CH2:2][CH2:3][CH2:4][CH2:5][CH2:6][CH2:7][CH2:8][CH2:9][CH2:10][CH2:11][CH2:12][CH2:13][CH3:14].[OH-].[K+].Cl>CO.O>[CH2:1]([O:15][C:16]1[CH:21]=[CH:20][CH:19]=[CH:18][C:17]=1[NH:22][C:23]([C:25]1[CH:34]=[C:33]([S:35][C:36]2[N:40]([C:41]3[CH:46]=[CH:45][CH:44]=[C:43]([C:47]([OH:49])=[O:48])[CH:42]=3)[N:39]=[N:38][N:37]=2)[C:32]2[C:27](=[CH:28][CH:29]=[CH:30][CH:31]=2)[C:26]=1[OH:52])=[O:24])[CH2:2][CH2:3][CH2:4][CH2:5][CH2:6][CH2:7][CH2:8][CH2:9][CH2:10][CH2:11][CH2:12][CH2:13][CH3:14] |f:1.2|. Reported procedure: 2-(2-Tetradecyloxyphenyl)carbamoyl-4-[1-(3-ethoxycarbonylphenyl)-5-tetrazolylthio]-1-naphthol (19.5 g) was added to a solution of 5.3 g of potassium hydroxide in 50 ml of methanol and stirred for 30 minutes at 40°-50° C. Then 10 ml of concentrated hydrochloric acid was diluted with 500 ml of water and poured into the reaction solution. Crystals precipitated were collected by filtration and recrystallized from methanol to obtain 16.1 g of 2-(2-tetradecyloxyphenyl)carbamoyl-4-[1-(3-carboxyphenyl)-...